Dataset: the Open Reaction Database (ORD), a public repository of structured organic reaction records. Task: describe an organic reaction: reactants, conditions, products, and yield The reactants are C(C)OC(=O)C=1C(=C(NC1C(O)C1CC1)C(=O)OC(C)(C)C)C (5-(cyclopropyl-hydroxy-methyl)-3-methyl-1H-pyrrole-2,4-dicarboxylic acid 2-tert-butyl ester 4-ethyl ester), Br (hydrobromic acid). Run in C(C)O (ethanol). The product is C(C)OC(=O)C=1C(=C(NC1C=CCCBr)C(=O)OC(C)(C)C)C (5-(4-bromo-but-1-enyl)-3-methyl-1H-pyrrole-2,4-dicarboxylic acid 2-tert-butyl ester 4-ethyl ester). The yield is 89.5%. RXN SMILES: [CH2:1]([O:3][C:4]([C:6]1[C:7]([CH3:23])=[C:8]([C:16]([O:18][C:19]([CH3:22])([CH3:21])[CH3:20])=[O:17])[NH:9][C:10]=1[CH:11]([CH:13]1[CH2:15][CH2:14]1)O)=[O:5])[CH3:2].[BrH:24]>C(O)C>[CH2:1]([O:3][C:4]([C:6]1[C:7]([CH3:23])=[C:8]([C:16]([O:18][C:19]([CH3:22])([CH3:21])[CH3:20])=[O:17])[NH:9][C:10]=1[CH:11]=[CH:13][CH2:14][CH2:15][Br:24])=[O:5])[CH3:2]. Reported procedure: 5-(Cyclopropyl-hydroxy-methyl)-3-methyl-1H-pyrrole-2,4-dicarboxylic acid 2-tert-butyl ester 4-ethyl ester 60a (323 mg, 1 mmol) was dissolved in 4 ml of ethanol under stirring, and added with hydrobromic acid (2.8 ml, 40%) to the solution and stirred for 30 minutes at room temperature. After thin lay chromatography showed the disappearance of starting materials, the reaction mixture was extracted with ethyl acetate (10 ml×5). The combined organic extracts were washed with saturated brine (15 ml),... Starting materials: [Na] (sodium), [Mg] (magnesium), Grignard reagent, C(C1=CC=CC=C1)Br (benzyl bromide), [Br-].C(=C)C=1C=CC=CC1 (3-vinylbenzene bromide). Reagents/catalysts: Cl[Ni]Cl (NiCl2). Run in O (water), O1CCCC1 (tetrahydrofuran), CCOCC (ether), O1CCCC1 (tetrahydrofuran). Reaction conditions: temperature 80 celsius, time 1 hour. Product: C(=C)C=1C=C(C=CC1)CC1=CC=CC=C1 ((3-vinylphenyl)phenylmethane), ( I ). The yield is 60.0%. As a reaction SMILES: [Na].[Mg].[Br-].[CH:4]([C:6]1[CH:7]=[CH:8][CH:9]=[CH:10][CH:11]=1)=[CH2:5].[CH2:12](Br)[C:13]1[CH:18]=[CH:17][CH:16]=[CH:15][CH:14]=1>O1CCCC1.CCOCC.Cl[Ni]Cl.O>[CH:4]([C:6]1[CH:11]=[C:10]([CH2:12][C:13]2[CH:18]=[CH:17][CH:16]=[CH:15][CH:14]=2)[CH:9]=[CH:8][CH:7]=1)=[CH2:5] |f:2.3,^1:0|. Procedure details: To a 2 liter three-neck flask equipped with a reflux condenser and a stirrer was added 50 ml of tetrahydrofuran which was dried with metallic sodium and 28 g (1.15 mole) of metallic magnesium and it was maintained with starring at room temperature. Then, a solution of 183 g (1.02 mole) of 3-vinylbenzene bromide in 500 ml of dry tetrahydrofuran was added dropwise over 2 hours to the above contents. The reaction temperature was maintained at 80° C. After the dropping of the solution, the stirring ... Starting materials: C, CCO, CCOC(=O)c1c(Cl)[nH]c(-c2ccccc2)c1F, [Pd]. The product is CCOC(=O)c1c[nH]c(-c2ccccc2)c1F. Reaction SMILES: [C:22].[CH3:19][CH2:20][OH:21].[Cl:1][c:2]1[nH:3][c:4](-[c:13]2[cH:14][cH:15][cH:16][cH:17][cH:18]2)[c:5]([F:12])[c:6]1[C:7](=[O:8])[O:9][CH2:10][CH3:11].[Pd:23]>>[cH:2]1[nH:3][c:4](-[c:13]2[cH:14][cH:15][cH:16][cH:17][cH:18]2)[c:5]([F:12])[c:6]1[C:7](=[O:8])[O:9][CH2:10][CH3:11]. Starting materials: Cc1cc(C(=O)N2CCN(CCO)CC2)ccc1Br, COc1ccc(CN(Cc2ccc(OC)cc2)c2ncc(-c3nc(N4CCOCC4)nc4c3CCN4)cn2)cc1, COc1ccc(CN(Cc2ccc(OC)cc2)c2ncc(-c3nc(N4CCOCC4)nc4c3CCN4c3ccc(C(=O)N4CCN(CCO)CC4)cc3C)cn2)cc1. Product: Cc1cc(C(=O)N2CCN(CCO)CC2)ccc1N1CCc2c(-c3cnc(N)nc3)nc(N3CCOCC3)nc21. RXN SMILES: [Br:41][c:42]1[cH:43][cH:44][c:45]([C:46]([N:47]2[CH2:48][CH2:49][N:50]([CH2:51][CH2:52][OH:53])[CH2:54][CH2:55]2)=[O:56])[cH:57][c:58]1[CH3:59].[CH3:1][O:2][c:3]1[cH:4][cH:5][c:6]([CH2:7][N:8]([CH2:9][c:10]2[cH:11][cH:12][c:13]([O:14][CH3:15])[cH:16][cH:17]2)[c:18]2[n:19][cH:20][c:21](-[c:22]3[c:23]4[c:27]([n:28][c:29]([N:30]5[CH2:31][CH2:32][O:33][CH2:34][CH2:35]5)[n:36]3)[NH:26][CH2:25][CH2:24]4)[cH:37][n:38]2)[cH:39][cH:40]1.[CH3:60][O:61][c:62]1[cH:63][cH:64][c:65]([CH2:66][N:67]([c:68]2[n:69][cH:70][c:71](-[c:74]3[c:75]4[c:76]([n:77][c:78]([N:80]5[CH2:81][CH2:82][O:83][CH2:84][CH2:85]5)[n:79]3)[N:86]([c:89]3[c:90]([CH3:106])[cH:91][c:92]([C:95](=[O:96])[N:97]5[CH2:98][CH2:99][N:100]([CH2:103][CH2:104][OH:105])[CH2:101][CH2:102]5)[cH:93][cH:94]3)[CH2:87][CH2:88]4)[cH:72][n:73]2)[CH2:107][c:108]2[cH:109][cH:110][c:111]([O:112][CH3:113])[cH:114][cH:115]2)[cH:116][cH:117]1>>[NH2:67][c:68]1[n:69][cH:70][c:71](-[c:74]2[c:75]3[c:76]([n:77][c:78]([N:80]4[CH2:81][CH2:82][O:83][CH2:84][CH2:85]4)[n:79]2)[N:86]([c:89]2[c:90]([CH3:106])[cH:91][c:92]([C:95](=[O:96])[N:97]4[CH2:98][CH2:99][N:100]([CH2:103][CH2:104][OH:105])[CH2:101][CH2:102]4)[cH:93][cH:94]2)[CH2:87][CH2:88]3)[cH:72][n:73]1.